Dataset: the Open Reaction Database (ORD), a public repository of structured organic reaction records. Task: describe an organic reaction: reactants, conditions, products, and yield Starting materials: N#CCCCSc1nccc(NC(N)=NCC(F)(F)F)n1, [Na+], [OH-], O, O=S(=O)(O)O. Product: NC(=O)CCCSc1nccc(NC(N)=NCC(F)(F)F)n1. As a reaction SMILES: [F:1][C:2]([CH2:3][N:4]=[C:5]([NH:6][c:7]1[n:8][c:9]([S:13][CH2:14][CH2:15][CH2:16][C:17]#[N:18])[n:10][cH:11][cH:12]1)[NH2:19])([F:20])[F:21].[Na+:28].[OH-:27].[OH2:29].[S:22]([OH:23])(=[O:24])(=[O:25])[OH:26]>>[F:1][C:2]([CH2:3][N:4]=[C:5]([NH:6][c:7]1[n:8][c:9]([S:13][CH2:14][CH2:15][CH2:16][C:17]([NH2:18])=[O:23])[n:10][cH:11][cH:12]1)[NH2:19])([F:20])[F:21]. Reactants: B(O)O (boronic acid), BrC1=CC=C(C(=N1)C=O)F (6-bromo-3-fluoropicolinaldehyde), O1C(=CC=C1)B(O)O (furan-2-ylboronic acid). Yields the product FC=1C(=NC(=CC1)C=1OC=CC1)C=O (3-fluoro-6-(furan-2-yl)picolinaldehyde). Reaction SMILES: B(O)O.Br[C:5]1[N:10]=[C:9]([CH:11]=[O:12])[C:8]([F:13])=[CH:7][CH:6]=1.[O:14]1[CH:18]=[CH:17][CH:16]=[C:15]1B(O)O>>[F:13][C:8]1[C:9]([CH:11]=[O:12])=[N:10][C:5]([C:15]2[O:14][CH:18]=[CH:17][CH:16]=2)=[CH:6][CH:7]=1. Procedure details: 3-fluoro-6-(furan-2-yl)picolinaldehyde was prepared using the general boronic acid coupling procedure with 6-bromo-3-fluoropicolinaldehyde and furan-2-ylboronic acid (41 mg, 94 mg theoretical, 43.6%). LC-MS m/z 192 (M+1). Reactants: C1(CC1)C1=NOC(=N1)C=1N=CN2C1N1C(C=3C(=CC=CC23)F)=NCC1 (5-(3-cyclopropyl-1,2,4-oxadiazol-5-yl)-12-fluoro-2,3-dihydrodiimidazo[1,5-a:1',2'-c]quinazoline). The reagents and catalysts are [O-2].[O-2].[O-2].[Ni+3].[Ni+3] (nickel peroxide). The solvent is C1=CC=CC=C1 (benzene). Yields the product C1(CC1)C1=NOC(=N1)C=1N=CN2C1N1C(C=3C(=CC=CC23)F)=NC=C1 (5-(3-Cyclopropyl-1,2,4-oxadiazol-5-yl)-12-fluorodiimidazo[1,5-a:1',2'-c]quinazoline), Compound 38. Reaction SMILES: [CH:1]1([C:4]2[N:8]=[C:7]([C:9]3[N:10]=[CH:11][N:12]4[C:21]5[CH:20]=[CH:19][CH:18]=[C:17]([F:22])[C:16]=5[C:15]5=[N:23][CH2:24][CH2:25][N:14]5[C:13]=34)[O:6][N:5]=2)[CH2:3][CH2:2]1>[O-2].[O-2].[O-2].[Ni+3].[Ni+3].C1C=CC=CC=1>[CH:1]1([C:4]2[N:8]=[C:7]([C:9]3[N:10]=[CH:11][N:12]4[C:21]5[CH:20]=[CH:19][CH:18]=[C:17]([F:22])[C:16]=5[C:15]5=[N:23][CH:24]=[CH:25][N:14]5[C:13]=34)[O:6][N:5]=2)[CH2:3][CH2:2]1 |f:1.2.3.4.5|. Procedure details: A mixture of 5-(3-cyclopropyl-1,2,4-oxadiazol-5-yl)-12-fluoro-2,3-dihydrodiimidazo[1,5-a:1',2'-c]quinazoline (2.0 g, 5.9 mmol), nickel peroxide (10 g), and benzene (125 ml) was heated at reflux for 3.5 hours, cooled slightly, and filtered. The filtrate was evaporated to give the title compound as light yellow crystals, m.p. 266°-268° C. (Compound 38). Starting materials: O (water), C(=O)OCC1=CC=CC=C1 (benzyl formate). Run in C(=O)O (formic acid). Yields the product O.C(=O)O.C(=O)OCC1=CC=CC=C1 (Water Formic Acid Benzyl Formate). RXN SMILES: O.[CH:2]([O:4][CH2:5][C:6]1[CH:11]=[CH:10][CH:9]=[CH:8][CH:7]=1)=[O:3]>C(O)=O>[OH2:3].[CH:2]([OH:4])=[O:3].[CH:2]([O:4][CH2:5][C:6]1[CH:11]=[CH:10][CH:9]=[CH:8][CH:7]=1)=[O:3] |f:3.4.5|. Procedure details: A mixture of water (10.0061 g) and benzyl formate (E, 10.7949 g) was in each case introduced into a thermostated glass vessel and stirred at 20.0 (±0.2)° C. In each case, a small amount of formic acid was added to this mixture. After vigorous mixing, the stirrer was stopped and phase separation was awaited. Samples were in each case taken from the water phase and the benzyl formate phase and their formic acid content analyzed. The values determined are given in Table 5. The reactants are Cl.N1CC(CC1)SC=1C=C(C=CC1)O ((RS)-3-(pyrrolidin-3-yl-sulfanyl)-phenol hydrochloride), C1(=CC=CC=C1)CCC=O (3-phenylpropionaldehyde). Yields the product C1(=CC=CC=C1)CCCN1CC(CC1)SC=1C=C(C=CC1)O ((RS)-3-[1-(3-Phenyl-propyl)pyrrolidin-3-yl-sulfanyl]-phenol). RXN SMILES: Cl.[NH:2]1[CH2:6][CH2:5][CH:4]([S:7][C:8]2[CH:9]=[C:10]([OH:14])[CH:11]=[CH:12][CH:13]=2)[CH2:3]1.[C:15]1([CH2:21][CH2:22][CH:23]=O)[CH:20]=[CH:19][CH:18]=[CH:17][CH:16]=1>>[C:15]1([CH2:21][CH2:22][CH2:23][N:2]2[CH2:6][CH2:5][CH:4]([S:7][C:8]3[CH:9]=[C:10]([OH:14])[CH:11]=[CH:12][CH:13]=3)[CH2:3]2)[CH:20]=[CH:19][CH:18]=[CH:17][CH:16]=1 |f:0.1|. Procedure: The title compound, MS: m/e=314.3 (M+H+) was prepared from (RS)-3-(pyrrolidin-3-yl-sulfanyl)-phenol hydrochloride and 3-phenylpropionaldehyde.